The task is: describe an organic reaction: reactants, conditions, products, and yield. This data is from the Open Reaction Database (ORD), a public repository of structured organic reaction records. Reactants: O=S(=O)(O)Cl, ClC(Cl)Cl, COC(=O)c1c(-c2ccc(F)cc2)c(-c2ccccc2)c2n1CCC2. Product: COC(=O)c1c(-c2ccc(F)cc2)c(-c2ccc(S(=O)(=O)Cl)cc2)c2n1CCC2. Reaction SMILES: [Cl:26][S:27](=[O:28])(=[O:29])[OH:30].[Cl:31][CH:32]([Cl:33])[Cl:34].[F:1][c:2]1[cH:3][cH:4][c:5](-[c:8]2[c:9](-[c:20]3[cH:21][cH:22][cH:23][cH:24][cH:25]3)[c:10]3[n:14]([c:15]2[C:16](=[O:17])[O:18][CH3:19])[CH2:13][CH2:12][CH2:11]3)[cH:6][cH:7]1>>[F:1][c:2]1[cH:3][cH:4][c:5](-[c:8]2[c:9](-[c:20]3[cH:21][cH:22][c:23]([S:27]([Cl:26])(=[O:28])=[O:29])[cH:24][cH:25]3)[c:10]3[n:14]([c:15]2[C:16](=[O:17])[O:18][CH3:19])[CH2:13][CH2:12][CH2:11]3)[cH:6][cH:7]1. Reactants: N\C(=C/C(=O)OC)\C (methyl 3-aminocrotonate), N1CCCCC1 (Piperidine), C(C#C)OCC(CC(=O)OCC)=O (ethyl 4-(prop-2-ynoxy)acetoacetate), ClC1=C(C=O)C=CC=C1Cl (2,3-dichlorobenzaldehyde). Run in C(C)(C)O (isopropanol). Conditions: time 24 hour. Yields the product ClC1=C(C=CC=C1Cl)C1C(=C(NC(=C1C(=O)OC)C)COCC#C)C(=O)OCC (1-{[4-(2,3-Dichlorophenyl)-3-ethoxycarbonyl-5-methoxycarbonyl-6-methyl-1,4-dihydropyrid-2-yl]methoxy}-2-propyne). Isolated yield 19.9%. As a reaction SMILES: N1CCCCC1.[CH2:7]([O:10][CH2:11][C:12](=O)[CH2:13][C:14]([O:16][CH2:17][CH3:18])=[O:15])[C:8]#[CH:9].[Cl:20][C:21]1[C:28]([Cl:29])=[CH:27][CH:26]=[CH:25][C:22]=1[CH:23]=O.[NH2:30]/[C:31](/[CH3:37])=[CH:32]\[C:33]([O:35][CH3:36])=[O:34]>C(O)(C)C>[Cl:20][C:21]1[C:28]([Cl:29])=[CH:27][CH:26]=[CH:25][C:22]=1[CH:23]1[C:32]([C:33]([O:35][CH3:36])=[O:34])=[C:31]([CH3:37])[NH:30][C:12]([CH2:11][O:10][CH2:7][C:8]#[CH:9])=[C:13]1[C:14]([O:16][CH2:17][CH3:18])=[O:15]. Procedure details: Piperidine (2.4 g) was added dropwise over 10 minutes to a stirred mixture of ethyl 4-(prop-2-ynoxy)acetoacetate (63 g) (see Preparation 9) and 2,3-dichlorobenzaldehyde (60 g) in isopropanol (600 ml) and the mixture was stirred at room temperature for 24 hours. The mixture was then treated with methyl 3-aminocrotonate (39 g), stirred at room temperature for four days and evaporated. The residual oil was dissolved in methanol (300 ml) and the solution kept at -20° for two days. The resulting soli... The reactants are COC(=O)C1=C(C)NC(C)=C(C(=O)OCCc2ccc(OCCOCc3ccccc3)cc2)C1c1cccc([N+](=O)[O-])c1, CCO. Yields the product COC(=O)C1=C(C)NC(C)=C(C(=O)OCCc2ccc(OCCO)cc2)C1c1cccc([N+](=O)[O-])c1. RXN SMILES: [CH3:1][C:2]1=[C:7]([C:8](=[O:9])[O:10][CH3:11])[CH:6]([c:12]2[cH:13][c:14]([N+:18](=[O:19])[O-:20])[cH:15][cH:16][cH:17]2)[C:5]([C:21](=[O:22])[O:23][CH2:24][CH2:25][c:26]2[cH:27][cH:28][c:29]([O:32][CH2:33][CH2:34][O:35][CH2:36][c:37]3[cH:38][cH:39][cH:40][cH:41][cH:42]3)[cH:30][cH:31]2)=[C:4]([CH3:43])[NH:3]1.[CH3:44][CH2:45][OH:46]>>[CH3:1][C:2]1=[C:7]([C:8](=[O:9])[O:10][CH3:11])[CH:6]([c:12]2[cH:13][c:14]([N+:18](=[O:19])[O-:20])[cH:15][cH:16][cH:17]2)[C:5]([C:21](=[O:22])[O:23][CH2:24][CH2:25][c:26]2[cH:27][cH:28][c:29]([O:32][CH2:33][CH2:34][OH:35])[cH:30][cH:31]2)=[C:4]([CH3:43])[NH:3]1.